This data is from the Open Reaction Database (ORD), a public repository of structured organic reaction records. The task is: describe an organic reaction: reactants, conditions, products, and yield The reactants are ClC=1C=C(C=CC1C(F)(F)F)C1=NC=2N(C(=C1)C(F)F)N=CC2C(=O)O (5-(3-chloro-4-trifluoromethyl-phenyl)-7-difluoromethyl-pyrazolo[1,5-a]pyrimidine-3-carboxylic acid), CS(=O)(=O)C=1C=C(C=CC1)N (3-methanesulfonyl-phenylamine), Cl (hydrochloride). The product is CS(=O)(=O)C=1C=C(C=CC1)NC(=O)C=1C=NN2C1N=C(C=C2C(F)F)C2=CC(=C(C=C2)C(F)(F)F)Cl (5-(3-Chloro-4-trifluoromethyl-phenyl)-7-difluoromethyl-pyrazolo[1,5-a]pyrimidine-3-carboxylic acid(3-methanesulfonyl-phenyl)-amide). As a reaction SMILES: [Cl:1][C:2]1[CH:3]=[C:4]([C:12]2[CH:17]=[C:16]([CH:18]([F:20])[F:19])[N:15]3[N:21]=[CH:22][C:23]([C:24]([OH:26])=O)=[C:14]3[N:13]=2)[CH:5]=[CH:6][C:7]=1[C:8]([F:11])([F:10])[F:9].[CH3:27][S:28]([C:31]1[CH:32]=[C:33]([NH2:37])[CH:34]=[CH:35][CH:36]=1)(=[O:30])=[O:29].Cl>>[CH3:27][S:28]([C:31]1[CH:32]=[C:33]([NH:37][C:24]([C:23]2[CH:22]=[N:21][N:15]3[C:16]([CH:18]([F:20])[F:19])=[CH:17][C:12]([C:4]4[CH:5]=[CH:6][C:7]([C:8]([F:10])([F:11])[F:9])=[C:2]([Cl:1])[CH:3]=4)=[N:13][C:14]=23)=[O:26])[CH:34]=[CH:35][CH:36]=1)(=[O:29])=[O:30]. Reported procedure: The title compound was prepared from 5-(3-chloro-4-trifluoromethyl-phenyl)-7-difluoromethyl-pyrazolo[1,5-a]pyrimidine-3-carboxylic acid (example C.15) and 3-methanesulfonyl-phenylamine [commercially available as hydrochloride] according to general procedure II. Light brown solid. MS (ISP) 543.0 [(M+H)+]; mp 228° C.